The task is: describe an organic reaction: reactants, conditions, products, and yield. This data is from the Open Reaction Database (ORD), a public repository of structured organic reaction records. Reactants: C1CCOC1, ClCCl, Cc1cc(CC(OC(=O)N2CCC(n3nc(-c4ccccc4)[nH]c3=O)CC2)C(=O)O)cc(C)c1OCc1ccccc1. Product: Cc1cc(CC(OC(=O)N2CCC(n3nc(-c4ccccc4)[nH]c3=O)CC2)C(=O)O)cc(C)c1O. Reaction SMILES: [CH2:43]1[O:44][CH2:45][CH2:46][CH2:47]1.[Cl:48][CH2:49][Cl:50].[O:1]=[c:2]1[nH:3][c:4](-[c:37]2[cH:38][cH:39][cH:40][cH:41][cH:42]2)[n:5][n:6]1[CH:7]1[CH2:8][CH2:9][N:10]([C:13](=[O:14])[O:15][CH:16]([CH2:17][c:18]2[cH:19][c:20]([CH3:33])[c:21]([O:25][CH2:26][c:27]3[cH:28][cH:29][cH:30][cH:31][cH:32]3)[c:22]([CH3:24])[cH:23]2)[C:34](=[O:35])[OH:36])[CH2:11][CH2:12]1>>[O:1]=[c:2]1[nH:3][c:4](-[c:37]2[cH:38][cH:39][cH:40][cH:41][cH:42]2)[n:5][n:6]1[CH:7]1[CH2:8][CH2:9][N:10]([C:13](=[O:14])[O:15][CH:16]([CH2:17][c:18]2[cH:19][c:20]([CH3:33])[c:21]([OH:25])[c:22]([CH3:24])[cH:23]2)[C:34](=[O:35])[OH:36])[CH2:11][CH2:12]1.